Dataset: the Open Reaction Database (ORD), a public repository of structured organic reaction records. Task: describe an organic reaction: reactants, conditions, products, and yield Reactants: BrCCCCN1S(C2=C(C1=O)C=CC=C2)(=O)=O (4-bromobutyl -1,2-benzisothiazol-3(2H)-one 1,1-dioxide), COC=1C=CC=C2CCC(CC12)NCCC (8-methoxy-2-propylamino-1,2,3,4-tetrahydronaphthalene), NC1CCCC2=CC=CC=C12 (aminotetralin), [I-].[Na+] (sodium iodide). Run in CN(C=O)C (dimethylformamide), C(C)N(CC)CC (triethylamine), C(C)N(CC)CC (triethylamine). Reaction conditions: time 15 hour. The product is COC=1C=CC=C2CCC(CC12)N(CCC)CCCCN1S(C2=C(C1=O)C=CC=C2)(=O)=O (2-{4-[N-(8-Methoxy-1,2,3,4-tetrahydro-2-naphthyl)-N-propylamino]butyl}-1,2-benzisothiazol-3(2H)-one 1,1-dioxide). Isolated yield 25.0%. Reaction SMILES: Br[CH2:2][CH2:3][CH2:4][CH2:5][N:6]1[C:10](=[O:11])[C:9]2[CH:12]=[CH:13][CH:14]=[CH:15][C:8]=2[S:7]1(=[O:17])=[O:16].[CH3:18][O:19][C:20]1[CH:21]=[CH:22][CH:23]=[C:24]2[C:29]=1[CH2:28][CH:27]([NH:30][CH2:31][CH2:32][CH3:33])[CH2:26][CH2:25]2.[I-].[Na+].NC1C2C(=CC=CC=2)CCC1>CN(C)C=O.C(N(CC)CC)C>[CH3:18][O:19][C:20]1[CH:21]=[CH:22][CH:23]=[C:24]2[C:29]=1[CH2:28][CH:27]([N:30]([CH2:2][CH2:3][CH2:4][CH2:5][N:6]1[C:10](=[O:11])[C:9]3[CH:12]=[CH:13][CH:14]=[CH:15][C:8]=3[S:7]1(=[O:17])=[O:16])[CH2:31][CH2:32][CH3:33])[CH2:26][CH2:25]2 |f:2.3|. Procedure: 1.9 g (6.0 mmol) of 2-(4-bromobutyl -1,2-benzisothiazol-3(2H)-one 1,1-dioxide were added dropwise to the solution of 1.3 g (6.0 mmol) of 8-methoxy-2-propylamino-1,2,3,4-tetrahydronaphthalene and 1.3 g (12 mmol) of triethylamine in 15 ml of dimethylformamide. After stirring for 15 hours at room temperature, a spatula tip of sodium iodide was added, and the mixture was heated to 60° C. After 4 hours at this temperature, 0.4 g of the above aminotetralin and 0.3 g of triethylamine were added. Chroma...